Dataset: the Open Reaction Database (ORD), a public repository of structured organic reaction records. Task: describe an organic reaction: reactants, conditions, products, and yield The reactants are FC1=CC=C(CN2C(=C(C3=CC=CC=C23)C(=O)OC)C(=O)OC)C=C1 (dimethyl 1-(4-fluorobenzyl)-1H-indole-2,3-dicarboxylate), [OH-].[K+] (KOH), Cl (HCl). The solvent is C(C)O (Ethanol). Run at temperature 95 celsius, time 18 hour. The product is FC1=CC=C(CN2C(=C(C3=CC=CC=C23)C(=O)O)C(=O)O)C=C1 (1-(4-fluorobenzyl)-1H-indole-2,3-dicarboxylic acid). The yield is 86.3%. Reaction SMILES: [F:1][C:2]1[CH:25]=[CH:24][C:5]([CH2:6][N:7]2[C:15]3[C:10](=[CH:11][CH:12]=[CH:13][CH:14]=3)[C:9]([C:16]([O:18]C)=[O:17])=[C:8]2[C:20]([O:22]C)=[O:21])=[CH:4][CH:3]=1.[OH-].[K+].Cl>C(O)C>[F:1][C:2]1[CH:3]=[CH:4][C:5]([CH2:6][N:7]2[C:15]3[C:10](=[CH:11][CH:12]=[CH:13][CH:14]=3)[C:9]([C:16]([OH:18])=[O:17])=[C:8]2[C:20]([OH:22])=[O:21])=[CH:24][CH:25]=1 |f:1.2|. Reported procedure: A rbf charged with dimethyl 1-(4-fluorobenzyl)-1H-indole-2,3-dicarboxylate (3.79 g, 11.10 mmol) was treated with a solution of KOH (7.48 g, 133 mmol) in Ethanol (13.88 ml) (0.5 M solution) and heated to reflux (95° C. bath temp). After 18 h, the reaction mixture was cooled to ambient temperature, and acidified to pH 1 with 4M HCl and extracted with EtOAc. The organic layer was washed with brine, dried (MgSO4), filtered and concentrated to afford 1-(4-fluorobenzyl)-1H-indole-2,3-dicarboxylic acid...